Dataset: the Open Reaction Database (ORD), a public repository of structured organic reaction records. Task: describe an organic reaction: reactants, conditions, products, and yield The reactants are CN1C(CC(CC1)C1=NC=C2N1C=CN=C2C)=O (1-methyl-4-(8-methylimidazo[1,5-a]pyrazin-3-yl)piperidin-2-one), BrN1C(CCC1=O)=O (N-bromosuccinimide). Yields the product BrC=1N=C(N2C1C(=NC=C2)C)C2CC(N(CC2)C)=O (4-(1-bromo-8-methylimidazo[1,5-a]pyrazin-3-yl)-1-methylpiperidin-2-one). Reported procedure: To a solution of 1-methyl-4-(8-methylimidazo[1,5-a]pyrazin-3-yl)piperidin-2-one (0.205 mmol, 50 mg) in N,N-dimethylformamide (0.6 ml) was added N-bromosuccinimide (0.225 mmol, 40.1 mg) and the reaction mixture was stirred at room temperature for 15 minutes. Extraction dichloromethane/aqueous sodium hydrogen carbonate, drying (sodium sulfate) and concentrating in vacuo yielded the crude product. Purification by column chromatography (silica gel; dichloromethane with 10% methanol) yielded 4-(1-bro... Run in CN(C=O)C (N,N-dimethylformamide). Yield: 69.4%. As a reaction SMILES: [CH3:1][N:2]1[CH2:7][CH2:6][CH:5]([C:8]2[N:12]3[CH:13]=[CH:14][N:15]=[C:16]([CH3:17])[C:11]3=[CH:10][N:9]=2)[CH2:4][C:3]1=[O:18].[Br:19]N1C(=O)CCC1=O>CN(C)C=O>[Br:19][C:10]1[N:9]=[C:8]([CH:5]2[CH2:6][CH2:7][N:2]([CH3:1])[C:3](=[O:18])[CH2:4]2)[N:12]2[CH:13]=[CH:14][N:15]=[C:16]([CH3:17])[C:11]=12. Conditions: time 15 minute. Reported procedure: To a solution of ethyl {4-[(butyl{6-[4-(trifluoromethyl)phenyl]pyrazin-2-yl}amino)methyl]-2-methylphenoxy}acetate (150 mg, 0.3 mmol) in methanol (4 mL) and tetrahydrofuran (4 mL), was added 2M NaOH (2 mL). After stirring for 1 h at room temperature the solvent was removed in vacuo and the residue acidified with 2M HCl, before extraction into ethyl acetate (2×50 mL). The organic solution was dried (MgSO4) and the solvents removed in vacuo to afford the title compound as a bright yellow solid (115... The product is C(CCC)N(C1=NC(=CN=C1)C1=CC=C(C=C1)C(F)(F)F)CC1=CC(=C(OCC(=O)O)C=C1)C ({4-[(Butyl{6-[4-(trifluoromethyl)phenyl]pyrazin-2-yl}amino)methyl]-2-methylphenoxy}acetic acid). RXN SMILES: [CH2:1]([N:5]([CH2:22][C:23]1[CH:35]=[CH:34][C:26]([O:27][CH2:28][C:29]([O:31]CC)=[O:30])=[C:25]([CH3:36])[CH:24]=1)[C:6]1[CH:11]=[N:10][CH:9]=[C:8]([C:12]2[CH:17]=[CH:16][C:15]([C:18]([F:21])([F:20])[F:19])=[CH:14][CH:13]=2)[N:7]=1)[CH2:2][CH2:3][CH3:4].[OH-].[Na+]>CO.O1CCCC1>[CH2:1]([N:5]([CH2:22][C:23]1[CH:35]=[CH:34][C:26]([O:27][CH2:28][C:29]([OH:31])=[O:30])=[C:25]([CH3:36])[CH:24]=1)[C:6]1[CH:11]=[N:10][CH:9]=[C:8]([C:12]2[CH:13]=[CH:14][C:15]([C:18]([F:19])([F:20])[F:21])=[CH:16][CH:17]=2)[N:7]=1)[CH2:2][CH2:3][CH3:4] |f:1.2|. Solvent: CO (methanol), O1CCCC1 (tetrahydrofuran). Reactants: C(CCC)N(C1=NC(=CN=C1)C1=CC=C(C=C1)C(F)(F)F)CC1=CC(=C(OCC(=O)OCC)C=C1)C (ethyl {4-[(butyl{6-[4-(trifluoromethyl)phenyl]pyrazin-2-yl}amino)methyl]-2-methylphenoxy}acetate), [OH-].[Na+] (NaOH). Run at time 1 hour. The yield is 81.0%. The reactants are CN(C)CC1=CC2=C(CN(CC2)C(C2=CC=C(C=C2)C2(CC2)C2=CC=CC=C2)=O)O1 (N,N-Dimethyl-[6-[4-(1-phenylcyclopropyl)benzoyl]-4,5,6,7-tetrahydrofuro[2,3-c]pyridin-2-ylmethyl]amine), Cl (hydrogen chloride). Run in CO (methanol), C(C)(=O)OCC (ethyl acetate). Yields the product Cl.CN(C)CC1=CC2=C(CN(CC2)C(C2=CC=C(C=C2)C2(CC2)C2=CC=CC=C2)=O)O1 (N,N-dimethyl-[6-[4-(1-phenylcyclopropyl)benzoyl]-4,5,6,7-tetrahydrofuro[2,3-c]pyridin-2-ylmethyl]amine hydrochloride). RXN SMILES: [CH3:1][N:2]([CH2:4][C:5]1[O:30][C:8]2[CH2:9][N:10]([C:13](=[O:29])[C:14]3[CH:19]=[CH:18][C:17]([C:20]4([C:23]5[CH:28]=[CH:27][CH:26]=[CH:25][CH:24]=5)[CH2:22][CH2:21]4)=[CH:16][CH:15]=3)[CH2:11][CH2:12][C:7]=2[CH:6]=1)[CH3:3].[ClH:31]>CO.C(OCC)(=O)C>[ClH:31].[CH3:3][N:2]([CH2:4][C:5]1[O:30][C:8]2[CH2:9][N:10]([C:13](=[O:29])[C:14]3[CH:19]=[CH:18][C:17]([C:20]4([C:23]5[CH:28]=[CH:27][CH:26]=[CH:25][CH:24]=5)[CH2:21][CH2:22]4)=[CH:16][CH:15]=3)[CH2:11][CH2:12][C:7]=2[CH:6]=1)[CH3:1] |f:4.5|. Procedure details: N,N-Dimethyl-[6-[4-(1-phenylcyclopropyl)benzoyl]-4,5,6,7-tetrahydrofuro[2,3-c]pyridin-2-ylmethyl]amine 0.183 g was dissolved in 2 ml of methanol; hydrogen chloride in ethyl acetate was added in excess, followed by stirring. This mixture was concentrated and washed with diethyl ether to yield the desired product. Reactants: ClC1=CC=C(NC2=NN=C(C3=CC=CC=C23)C(C2=CC=NC=C2)OC(C2=CC=CC=C2)=O)C=C1 (rac benzoic acid-[4-(4-chloroanilino)phthalazin-1-yl](pyridin-4-yl)-methyl ester), O.[OH-].[Li+] (lithiumhydroxide monohydrate). The solvent is CO (methanol), O (water), O1CCOCC1 (dioxane). Run at time 16 hour. Yields the product ClC1=CC=C(NC2=NN=C(C3=CC=CC=C23)C(O)C2=CC=NC=C2)C=C1 (rac [4-(4-Chloroanilino)phthalazin-1-yl](pyridin-4-yl)methanol). Reaction SMILES: [Cl:1][C:2]1[CH:34]=[CH:33][C:5]([NH:6][C:7]2[C:16]3[C:11](=[CH:12][CH:13]=[CH:14][CH:15]=3)[C:10]([CH:17]([O:24]C(=O)C3C=CC=CC=3)[C:18]3[CH:23]=[CH:22][N:21]=[CH:20][CH:19]=3)=[N:9][N:8]=2)=[CH:4][CH:3]=1.O.[OH-].[Li+]>O1CCOCC1.CO.O>[Cl:1][C:2]1[CH:3]=[CH:4][C:5]([NH:6][C:7]2[C:16]3[C:11](=[CH:12][CH:13]=[CH:14][CH:15]=3)[C:10]([CH:17]([C:18]3[CH:23]=[CH:22][N:21]=[CH:20][CH:19]=3)[OH:24])=[N:9][N:8]=2)=[CH:33][CH:34]=1 |f:1.2.3|. Reported procedure: 100 mg (0.214 mMol) of rac benzoic acid-[4-(4-chloroanilino)phthalazin-1-yl](pyridin-4-yl)-methyl ester in 2 ml dioxane, 1 ml methanol and 1 ml water are saponified with 9.9 mg (0.235 mmol) lithiumhydroxide monohydrate. After 16 h, the title compound is filtered off: m.p. 196-197° C., FAB MS (M+H)+=363. Starting materials: Clc1ncc(Br)c(Cl)n1, CS(C)=O, [H-], CCCNS(=O)(=O)c1ccccc1N, [Na+], O. Yields the product CCCNS(=O)(=O)c1ccccc1Nc1nc(Cl)ncc1Br. Reaction SMILES: [Br:1][c:2]1[c:3]([Cl:9])[n:4][c:5]([Cl:8])[n:6][cH:7]1.[CH3:27][S:28]([CH3:29])=[O:30].[H-:24].[NH2:10][c:11]1[c:12]([S:17](=[O:18])(=[O:19])[NH:20][CH2:21][CH2:22][CH3:23])[cH:13][cH:14][cH:15][cH:16]1.[Na+:25].[OH2:26]>>[Br:1][c:2]1[c:3]([NH:10][c:11]2[c:12]([S:17](=[O:18])(=[O:19])[NH:20][CH2:21][CH2:22][CH3:23])[cH:13][cH:14][cH:15][cH:16]2)[n:4][c:5]([Cl:8])[n:6][cH:7]1. Reactants: CN(C1=CC=C(C(=O)O)C=C1)C (4-dimethylaminobenzoic acid), NC=1C=C2C(=NC1)N=C(N2)C2=CC=C(C=C2)N(C)C (6-amino-2-(4-dimethylaminophenyl)-1H-imidazo[4,5-b]pyridine). Yields the product CN(C1=CC=C(C(=O)NC=2C=C3C(=NC2)N=C(N3)C3=CC=C(C=C3)N(C)C)C=C1)C (4-(Dimethylamino)-N-(2-(4-dimethylaminophenyl)-1H-imidazo[4,5-b]pyridin-6-yl)benzamide). Reaction SMILES: [CH3:1][N:2]([CH3:12])[C:3]1[CH:11]=[CH:10][C:6]([C:7]([OH:9])=O)=[CH:5][CH:4]=1.[NH2:13][C:14]1[CH:15]=[C:16]2[NH:22][C:21]([C:23]3[CH:28]=[CH:27][C:26]([N:29]([CH3:31])[CH3:30])=[CH:25][CH:24]=3)=[N:20][C:17]2=[N:18][CH:19]=1>>[CH3:12][N:2]([CH3:1])[C:3]1[CH:4]=[CH:5][C:6]([C:7]([NH:13][C:14]2[CH:15]=[C:16]3[NH:22][C:21]([C:23]4[CH:24]=[CH:25][C:26]([N:29]([CH3:31])[CH3:30])=[CH:27][CH:28]=4)=[N:20][C:17]3=[N:18][CH:19]=2)=[O:9])=[CH:10][CH:11]=1. Procedure: Compound 631 was prepared according to the procedure similar to that described in Scheme III from 4-dimethylaminobenzoic acid and 6-amino-2-(4-dimethylaminophenyl)-1H-imidazo[4,5-b]pyridine. [M+H]+ calcd for C23H24N6O: 401.20; found 401.07. The reagents and catalysts are [Au](Cl)(Cl)Cl (gold chloride). Reactants: ClC=1C=NC(=NC1)N1CCC(CC1)[C@@H]1[C@@H](C1)CCOC1=CC(=C(C=C1)CC(=O)NC#C)F (2-[4-(2-{(1S,2R)-2-[1-(5-chloropyrimidin-2-yl)piperidin-4-yl]cyclopropyl}ethoxy)-2-fluorophenyl]-N-ethynylacetamide), C(Cl)Cl (DCM). RXN SMILES: [Cl:1][C:2]1[CH:3]=[N:4][C:5]([N:8]2[CH2:13][CH2:12][CH:11]([C@H:14]3[CH2:16][C@H:15]3[CH2:17][CH2:18][O:19][C:20]3[CH:25]=[CH:24][C:23]([CH2:26][C:27]([NH:29][C:30]#[CH:31])=[O:28])=[C:22]([F:32])[CH:21]=3)[CH2:10][CH2:9]2)=[N:6][CH:7]=1.[CH2:33](Cl)Cl>[Au](Cl)(Cl)Cl.C(#N)C>[Cl:1][C:2]1[CH:3]=[N:4][C:5]([N:8]2[CH2:9][CH2:10][CH:11]([C@H:14]3[CH2:16][C@H:15]3[CH2:17][CH2:18][O:19][C:20]3[CH:25]=[CH:24][C:23]([CH2:26][C:27]4[O:28][C:31]([CH3:33])=[CH:30][N:29]=4)=[C:22]([F:32])[CH:21]=3)[CH2:12][CH2:13]2)=[N:6][CH:7]=1. Solvent: C(C)#N (acetonitrile). Reported procedure: To a solution of 2-[4-(2-{(1S,2R)-2-[1-(5-chloropyrimidin-2-yl)piperidin-4-yl]cyclopropyl}ethoxy)-2-fluorophenyl]-N-ethynylacetamide (20 mg, 0.042 mmol) in a 10:1 solution of DCM:acetonitrile (0.55 mL) was added gold chloride (˜1.3 mg, 0.004 mmol) and the resulting mixture stirred at room temperature for 2 days. The mixture was concentrated under reduced pressure. The material was purified using preparative RP-HPLC eluting with a gradient of 10-90% acetonitrile in water with 0.05% TFA buffer to ... The product is ClC=1C=NC(=NC1)N1CCC(CC1)[C@@H]1[C@@H](C1)CCOC1=CC(=C(C=C1)CC=1OC(=CN1)C)F (5-chloro-2-{4-[(1R,2S)-2-(2-{3-fluoro-4-[(5-methyl-1,3-oxazol-2-yl)methyl]phenoxy}ethyl)cyclopropyl]piperidin-1-yl}pyrimidine). Run at time 2 day. Reactants: CS(=O)(=O)Cl, ClCCl, Cc1ccc(S(=O)(=O)Nc2ncc(O)c3cc4cccnc4n23)cc1. The product is Cc1ccc(S(=O)(=O)Nc2nccc3cc4cccnc4n23)cc1. Reaction SMILES: [CH3:26][S:27]([Cl:28])(=[O:29])=[O:30].[Cl:31][CH2:32][Cl:33].[S:1](=[O:2])(=[O:3])([c:4]1[cH:5][cH:6][c:7]([CH3:8])[cH:9][cH:10]1)[NH:11][c:12]1[n:13][cH:14][c:15]([OH:25])[c:16]2[n:17]1[c:18]1[c:19]([cH:20]2)[cH:21][cH:22][cH:23][n:24]1>>[S:1](=[O:2])(=[O:3])([c:4]1[cH:5][cH:6][c:7]([CH3:8])[cH:9][cH:10]1)[NH:11][c:12]1[n:13][cH:14][cH:15][c:16]2[n:17]1[c:18]1[c:19]([cH:20]2)[cH:21][cH:22][cH:23][n:24]1.